This data is from the Open Reaction Database (ORD), a public repository of structured organic reaction records. The task is: describe an organic reaction: reactants, conditions, products, and yield Reactants: [Al+3], CON(C)C(=O)C(Cc1ccc(OCc2ccccc2)cc1)NC(=O)OC(C)(C)C, C1CCOC1, [H-], [H-], [H-], [H-], [Li+]. Product: CC(C)(C)OC(=O)NC(C=O)Cc1ccc(OCc2ccccc2)cc1. As a reaction SMILES: [Al+3:2].[C:7]([CH3:8])([CH3:9])([CH3:10])[O:11][C:12]([NH:13][CH:14]([CH2:15][c:16]1[cH:17][cH:18][c:19]([O:22][CH2:23][c:24]2[cH:25][cH:26][cH:27][cH:28][cH:29]2)[cH:20][cH:21]1)[C:30]([N:31]([O:32][CH3:33])[CH3:34])=[O:35])=[O:36].[CH2:37]1[O:38][CH2:39][CH2:40][CH2:41]1.[H-:1].[H-:4].[H-:5].[H-:6].[Li+:3]>>[C:7]([CH3:8])([CH3:9])([CH3:10])[O:11][C:12]([NH:13][CH:14]([CH2:15][c:16]1[cH:17][cH:18][c:19]([O:22][CH2:23][c:24]2[cH:25][cH:26][cH:27][cH:28][cH:29]2)[cH:20][cH:21]1)[CH:30]=[O:35])=[O:36]. The reactants are CO, [Na+], [OH-], O=Cc1ccc(O)cc1, N#CCc1cccnc1. The product is N#CC(=Cc1ccc(O)cc1)c1cccnc1. RXN SMILES: [CH3:21][OH:22].[Na+:20].[OH-:19].[OH:1][c:2]1[cH:3][cH:4][c:5]([CH:6]=[O:7])[cH:8][cH:9]1.[n:10]1[cH:11][c:12]([CH2:16][C:17]#[N:18])[cH:13][cH:14][cH:15]1>>[OH:1][c:2]1[cH:3][cH:4][c:5]([CH:6]=[C:16]([c:12]2[cH:11][n:10][cH:15][cH:14][cH:13]2)[C:17]#[N:18])[cH:8][cH:9]1. The reactants are NCCSC=1SC2=C(N1)C=C(C=C2)Cl (2-(2-aminoethylthio)-5-chlorobenzothiazole), C(C)N=C=O (ethyl isocyanate). Solvent: C(C)O (ethanol). Reaction conditions: time 15 minute. Product: ClC=1C=CC2=C(N=C(S2)SCCNC(=O)NCC)C1 (N-(5-chlorobenzothiazol-2-yl)thioethyl--N'-ethylurea). Yield: 89.0%. Reaction SMILES: [NH2:1][CH2:2][CH2:3][S:4][C:5]1[S:6][C:7]2[CH:13]=[CH:12][C:11]([Cl:14])=[CH:10][C:8]=2[N:9]=1.[CH2:15]([N:17]=[C:18]=[O:19])[CH3:16]>C(O)C>[Cl:14][C:11]1[CH:12]=[CH:13][C:7]2[S:6][C:5]([S:4][CH2:3][CH2:2][NH:1][C:18]([NH:17][CH2:15][CH3:16])=[O:19])=[N:9][C:8]=2[CH:10]=1. Procedure details: Dissolved in 10 ml of ethanol was 1.00 g (4.09 mmol) of 2-(2-aminoethylthio)-5-chlorobenzothiazole, and 0.36 ml (4.55 mmol) of ethyl isocyanate were added to the solution, which was stirred at room temperature for 15 minutes. The precipitated white crystals were then filtered out to obtain 1.15 g of the title compound (89% yield). The reactants are NC1=CC(=CC(=N1)Br)C (6-amino-2-bromo-4-methylpyridine), Cl (hydrochloric acid), Cl (HCl), N(=O)[O-].[Na+] (sodium nitrite), [OH-].[Na+] (sodium hydroxide), aqueous solution. Solvent: O (water). Conditions: temperature -50 celsius, time 2 hour. Product: BrC1=NC(=CC(=C1)C)Cl (2-bromo-6-chloro-4-methylpyridine). Isolated yield 40.0%. Reaction SMILES: N[C:2]1[N:7]=[C:6]([Br:8])[CH:5]=[C:4]([CH3:9])[CH:3]=1.N([O-])=O.[Na+].[OH-].[Na+].[ClH:16]>O>[Br:8][C:6]1[CH:5]=[C:4]([CH3:9])[CH:3]=[C:2]([Cl:16])[N:7]=1 |f:1.2,3.4|. Reported procedure: A solution of 56 g 6-amino-2-bromo-4-methylpyridine in 500 ml of concentrated hydrochloric acid was cooled to -50° C. and saturated with gaseous HCl via a gas inlet. Under continuous cooling a solution of 25 g sodium nitrite in 60 ml water was added slowly. The reaction mixture was stirred for a further 2 hours at -50° C. The mixture was allowed to warm up to ambient temperature and set alkaline with a 50% aqueous solution of sodium hydroxide. The aqueous phase was extracted three times each wit... Reactants: CCO, N=C1N(c2ccc(Cl)cc2F)C(=S)C2CCCCC12O, Cl, O. Product: O=C1N(c2ccc(Cl)cc2F)C(=S)C2CCCCC12O. Reaction SMILES: [CH3:23][CH2:24][OH:25].[Cl:1][c:2]1[cH:3][c:4]([F:20])[c:5]([N:8]2[C:9](=[S:19])[CH:10]3[CH2:11][CH2:12][CH2:13][CH2:14][C:15]3([OH:18])[C:16]2=[NH:17])[cH:6][cH:7]1.[ClH:21].[OH2:22]>>[Cl:1][c:2]1[cH:3][c:4]([F:20])[c:5]([N:8]2[C:9](=[S:19])[CH:10]3[CH2:11][CH2:12][CH2:13][CH2:14][C:15]3([OH:18])[C:16]2=[O:22])[cH:6][cH:7]1. Starting materials: [BH4-], CO, O=Cc1cccc(C=Cc2ccc3ccc(Cl)cc3n2)c1, [Na+]. The product is OCc1cccc(C=Cc2ccc3ccc(Cl)cc3n2)c1. Reaction SMILES: [BH4-:1].[CH3:24][OH:25].[Cl:3][c:4]1[cH:5][cH:6][c:7]2[cH:8][cH:9][c:10]([CH:14]=[CH:15][c:16]3[cH:17][c:18]([CH:19]=[O:20])[cH:21][cH:22][cH:23]3)[n:11][c:12]2[cH:13]1.[Na+:2]>>[Cl:3][c:4]1[cH:5][cH:6][c:7]2[cH:8][cH:9][c:10]([CH:14]=[CH:15][c:16]3[cH:17][c:18]([CH2:19][OH:20])[cH:21][cH:22][cH:23]3)[n:11][c:12]2[cH:13]1. Starting materials: ClC(=O)OC (methyl chloroformate), ClC(=O)OC (methyl chloroformate), N1CCC2=CC=CC=C12 (indoline). Solvent: C(Cl)Cl (DCM), C(Cl)Cl (DCM), N1=CC=CC=C1 (pyridine). Reaction conditions: temperature 0 celsius, time 1 hour. Product: COC(=O)N1CCC2=CC=CC=C12 (1-Methoxycarbonylindoline). Isolated yield 56.0%. Reaction SMILES: [NH:1]1[C:9]2[C:4](=[CH:5][CH:6]=[CH:7][CH:8]=2)[CH2:3][CH2:2]1.Cl[C:11]([O:13][CH3:14])=[O:12]>N1C=CC=CC=1.C(Cl)Cl>[CH3:14][O:13][C:11]([N:1]1[C:9]2[C:4](=[CH:5][CH:6]=[CH:7][CH:8]=2)[CH2:3][CH2:2]1)=[O:12]. Reported procedure: A solution of 10 g of indoline in 10 ml of pyridine is cooled to 0° C., a solution of 7.9 g of methyl chloroformate in 10 ml of DCM is added dropwise and the mixture is stirred for 1 hour at 0° C. A further solution of 7.9 g of methyl chloroformate in 10 ml of DCM is then added and the reaction mixture is concentrated under vacuum. The residue is taken up with water and extracted with AcOEt, the organic phase is washed with a 5% solution of potassium hydrogensulfate, with water and with a satura...